From a dataset of the Open Reaction Database (ORD), a public repository of structured organic reaction records. describe an organic reaction: reactants, conditions, products, and yield Reactants: COC(=O)c1cc(C(=O)c2c(-c3ccc(Br)cc3)noc2C)c[nH]1, [H-], CI, [Na+], O. The product is COC(=O)c1cc(C(=O)c2c(-c3ccc(Br)cc3)noc2C)cn1C. Reaction SMILES: [CH3:1][O:2][C:3](=[O:4])[c:5]1[nH:6][cH:7][c:8]([C:10](=[O:11])[c:12]2[c:13](-[c:18]3[cH:19][cH:20][c:21]([Br:24])[cH:22][cH:23]3)[n:14][o:15][c:16]2[CH3:17])[cH:9]1.[H-:26].[I:27][CH3:28].[Na+:25].[OH2:29]>>[CH3:1][O:2][C:3](=[O:4])[c:5]1[n:6]([CH3:28])[cH:7][c:8]([C:10](=[O:11])[c:12]2[c:13](-[c:18]3[cH:19][cH:20][c:21]([Br:24])[cH:22][cH:23]3)[n:14][o:15][c:16]2[CH3:17])[cH:9]1. Reactants: C1CCOC1, C=CCC(NC(=O)C(C)CCCC)C(=O)O, [H-], CI, [Na+]. Product: C=CCC(C(=O)O)N(C)C(=O)C(C)CCCC. RXN SMILES: [CH2:21]1[O:22][CH2:23][CH2:24][CH2:25]1.[CH3:3][CH:4]([C:5](=[O:6])[NH:7][CH:8]([C:9](=[O:10])[OH:11])[CH2:12][CH:13]=[CH2:14])[CH2:15][CH2:16][CH2:17][CH3:18].[H-:1].[I:19][CH3:20].[Na+:2]>>[CH3:3][CH:4]([C:5](=[O:6])[N:7]([CH:8]([C:9](=[O:10])[OH:11])[CH2:12][CH:13]=[CH2:14])[CH3:20])[CH2:15][CH2:16][CH2:17][CH3:18]. Run in O1CCCC1 (tetrahydrofuran). Yield: 77.9%. Reaction SMILES: CC1(C)[O:6][C@H:5]([CH2:7][N:8]2[CH:12]=[CH:11][C:10]([NH:13][C:14](=[O:35])[CH:15]([N:20]3[C:25](=[O:26])[CH:24]=[C:23]([NH:27][C:28]4[CH:33]=[CH:32][CH:31]=[CH:30][C:29]=4[Cl:34])[CH:22]=[N:21]3)[CH2:16][CH:17]([CH3:19])[CH3:18])=[N:9]2)[CH2:4][O:3]1.Cl>O1CCCC1>[OH:6][C@@H:5]([CH2:4][OH:3])[CH2:7][N:8]1[CH:12]=[CH:11][C:10]([NH:13][C:14](=[O:35])[CH:15]([N:20]2[C:25](=[O:26])[CH:24]=[C:23]([NH:27][C:28]3[CH:33]=[CH:32][CH:31]=[CH:30][C:29]=3[Cl:34])[CH:22]=[N:21]2)[CH2:16][CH:17]([CH3:19])[CH3:18])=[N:9]1. The reactants are CC1(OC[C@H](O1)CN1N=C(C=C1)NC(C(CC(C)C)N1N=CC(=CC1=O)NC1=C(C=CC=C1)Cl)=O)C (2-[4-(2-chloro-phenylamino)-6-oxo-6H-pyridazin-1-yl]-4-methyl-pentanoic acid [1-((R)-2,2-dimethyl-[1,3]dioxolan-4-ylmethyl)-1H-pyrazol-3-yl]-amide), Cl (hydrochloric acid). Reaction conditions: temperature 25 celsius, time 8 hour. Reported procedure: A solution of 2-[4-(2-chloro-phenylamino)-6-oxo-6H-pyridazin-1-yl]-4-methyl-pentanoic acid [1-((R)-2,2-dimethyl-[1,3]dioxolan-4-ylmethyl)-1H-pyrazol-3-yl]-amide (41.2 mg, 0.08 mmol) in tetrahydrofuran (2 mL) was treated with a 1 M aqueous hydrochloric acid solution (2 mL), and the reaction stirred at 25° C. overnight. At this point, the reaction was dried under nitrogen and suspended in ethyl acetate (20 mL), then washed with a 1:1 aqueous sodium bicarbonate/water solution (20 mL total) and a sa... The product is O[C@H](CN1N=C(C=C1)NC(C(CC(C)C)N1N=CC(=CC1=O)NC1=C(C=CC=C1)Cl)=O)CO (2-[4-(2-chloro-phenylamino)-6-oxo-6H-pyridazin-1-yl]-4-methyl-pentanoic acid [1-((R)-2,3-dihydroxy-propyl)-1H-pyrazol-3-yl]-amide). The reactants are O=C(Cl)C(=O)Cl, NC(=O)C1CCCN1S(=O)(=O)c1ccc(F)cc1. Yields the product N#CC1CCCN1S(=O)(=O)c1ccc(F)cc1. RXN SMILES: [Cl:19][C:20]([C:21]([Cl:22])=[O:23])=[O:24].[F:1][c:2]1[cH:3][cH:4][c:5]([S:8](=[O:9])(=[O:10])[N:11]2[CH:12]([C:16](=[O:17])[NH2:18])[CH2:13][CH2:14][CH2:15]2)[cH:6][cH:7]1>>[F:1][c:2]1[cH:3][cH:4][c:5]([S:8](=[O:9])(=[O:10])[N:11]2[CH:12]([C:16]#[N:18])[CH2:13][CH2:14][CH2:15]2)[cH:6][cH:7]1. The reactants are Cl (hydrochloric acid), ClC1=C(C(=O)C2=CC=CC=C2)C=C(C=C1)Cl (2,5-dichlorobenzophenone), CCOCC (ether), cupric chloride, C(C)(C)(C)ON=O (t-butylnitrite), C(C=C)#N (acrylonitrile). Solvent: O (water), petroleum ether, C(C)#N (acetonitrile), C(C)#N (acetonitrile). Run at time 2 hour. Product: ClC(C#N)CC1=C(C=C(C=C1)Cl)C(C1=CC=CC=C1)=O (α,4-Dichloro-2-(benzoyl)benzenepropanenitrile). Reaction SMILES: C(ON=O)(C)(C)C.[C:8](#[N:11])[CH:9]=[CH2:10].Cl[C:13]1[CH:26]=[CH:25][C:24]([Cl:27])=[CH:23][C:14]=1[C:15]([C:17]1[CH:22]=[CH:21][CH:20]=[CH:19][CH:18]=1)=[O:16].CCOCC.[ClH:33]>C(#N)C.O>[Cl:33][CH:9]([CH2:10][C:13]1[CH:26]=[CH:25][C:24]([Cl:27])=[CH:23][C:14]=1[C:15](=[O:16])[C:17]1[CH:18]=[CH:19][CH:20]=[CH:21][CH:22]=1)[C:8]#[N:11]. Procedure: A solution of 92.7 g (0.4 mol) of 2-amino-5-chlorobenzephenone in 250 ml of acetonitrile was added to a mixture of 70 g (0.52 mol) of cupric chloride, 65 g (0.63 mole) of t-butylnitrite, 500 ml of acrylonitrile and 500 ml of acetonitrile. When the addition was complete, stirring at room temperature was continued for 2 hours. The mixture was diluted with 80 ml of 6 N hydrochloric acid and 1500 ml of water, extracted with ether and dried over anhydrous sodium sulfate. The ether solution was concen...